This data is from the Open Reaction Database (ORD), a public repository of structured organic reaction records. The task is: describe an organic reaction: reactants, conditions, products, and yield Reactants: C(C)C(=O)C (methyl ethyl ketone), OO (hydrogen peroxide), NC1=CC=CC=2C(C3=CC=CC=C3CC12)=O (4-aminoanthrone), OO (H2O2), potassium waterglass. The solvent is O (water), O (water). Run at temperature 60 celsius, time 1 hour. The product is NC1=CC=CC=2C(C3=CC=CC=C3C(C12)=O)=O (1-aminoanthraquinone). RXN SMILES: [NH2:1][C:2]1[C:15]2[CH2:14][C:13]3[C:8](=[CH:9][CH:10]=[CH:11][CH:12]=3)[C:7](=[O:16])[C:6]=2[CH:5]=[CH:4][CH:3]=1.OO.C(C(C)=[O:22])C>O>[NH2:1][C:2]1[C:15]2[C:14](=[O:22])[C:13]3[C:8](=[CH:9][CH:10]=[CH:11][CH:12]=3)[C:7](=[O:16])[C:6]=2[CH:5]=[CH:4][CH:3]=1. Procedure details: The moist paste of 4-aminoanthrone is introduced into 300 ml of water and warmed to 60° C under nitrogen. The pH is checked every 1/4 of an hour and should lie in the range between 7.5 and 8.5. 75 ml of potassium waterglass (d = 1.25) are then added, whereupon a pH of 11 results. 375 ml of H2O2 solution are then added dropwise in the course of 2.5 hours, the solution being prepared by diluting 200 ml of 35% strength hydrogen peroxide (d = 1.135) to 1.0 liter. The mixture is warmed to 70° C and k... Reactants: CCOC(=O)CBr, O=C([O-])[O-], CCCCOc1cc(O)ccc1C(C)(C)C, [K+], [K+]. Yields the product CCCCOc1cc(OCC(=O)OCC)ccc1C(C)(C)C. RXN SMILES: [Br:23][CH2:24][C:25](=[O:26])[O:27][CH2:28][CH3:29].[C:17](=[O:18])([O-:19])[O-:20].[CH2:1]([CH2:2][CH2:3][CH3:4])[O:5][c:6]1[cH:7][c:8]([OH:16])[cH:9][cH:10][c:11]1[C:12]([CH3:13])([CH3:14])[CH3:15].[K+:21].[K+:22]>>[CH2:1]([CH2:2][CH2:3][CH3:4])[O:5][c:6]1[cH:7][c:8]([O:16][CH2:24][C:25](=[O:26])[O:27][CH2:28][CH3:29])[cH:9][cH:10][c:11]1[C:12]([CH3:13])([CH3:14])[CH3:15]. Reactants: C(C)(C)(C)OC(NCC=1SC=C(N1)C1=CN=C2N1C=CC(=C2)Cl)=O ([4-(7-chloro-imidazo[1,2-a]pyridin-3-yl)-thiazol-2-ylmethyl]-carbamic acid tert-butyl ester), CS(=O)(=O)C1=CC=C(C=C1)B(O)O (4-(methylsulphonyl)-benzeneboronic acid), [O-]P(=O)([O-])[O-].[K+].[K+].[K+] (K3PO4), COC=1C=CC=C(C1C=2C=CC=CC2P(C3CCCCC3)C4CCCCC4)OC (S-phos). Reagents/catalysts: CC(=O)[O-].CC(=O)[O-].[Pd+2] (Pd(OAc)2). The solvent is O1CCOCC1.O (dioxane water). Run at temperature 100 celsius, time 4 hour. The product is C(C)(C)(C)OC(NCC=1SC=C(N1)C1=CN=C2N1C=CC(=C2)C2=CC=C(C=C2)S(=O)(=O)C)=O ({4-[7-(4-Methanesulfonyl-phenyl)-imidazo[1,2-a]pyridin-3-yl]-thiazol-2-ylmethyl}-carbamic acid tert-butyl ester). Yield: 67.4%. Reaction SMILES: [C:1]([O:5][C:6](=[O:24])[NH:7][CH2:8][C:9]1[S:10][CH:11]=[C:12]([C:14]2[N:18]3[CH:19]=[CH:20][C:21](Cl)=[CH:22][C:17]3=[N:16][CH:15]=2)[N:13]=1)([CH3:4])([CH3:3])[CH3:2].[CH3:25][S:26]([C:29]1[CH:34]=[CH:33][C:32](B(O)O)=[CH:31][CH:30]=1)(=[O:28])=[O:27].[O-]P([O-])([O-])=O.[K+].[K+].[K+].COC1C=CC=C(OC)C=1C1C=CC=CC=1P(C1CCCCC1)C1CCCCC1>O1CCOCC1.O.CC([O-])=O.CC([O-])=O.[Pd+2]>[C:1]([O:5][C:6](=[O:24])[NH:7][CH2:8][C:9]1[S:10][CH:11]=[C:12]([C:14]2[N:18]3[CH:19]=[CH:20][C:21]([C:32]4[CH:33]=[CH:34][C:29]([S:26]([CH3:25])(=[O:28])=[O:27])=[CH:30][CH:31]=4)=[CH:22][C:17]3=[N:16][CH:15]=2)[N:13]=1)([CH3:4])([CH3:3])[CH3:2] |f:2.3.4.5,7.8,9.10.11|. Procedure: To a suspension of [4-(7-chloro-imidazo[1,2-a]pyridin-3-yl)-thiazol-2-ylmethyl]-carbamic acid tert-butyl ester (0.180 g, 0.49 mmol, 1.0 eq.) in dioxane/water (2:1, 6 mL), add 4-(methylsulphonyl)-benzeneboronic acid (0.108 g, 1.1 eq.), K3PO4 (0.208 g, 2.0 eq.), S-phos (0.025 g, 12.5% eq.) and Pd(OAc)2 (0.006 g, 0.05 eq.). Deoxygenate the reaction mixture and fill with nitrogen and stir at 100° C. for 4 hours. Cool the mixture to room temperature and dilute with 5:95 MeOH/DCM (100 mL). Wash the mi... Reactants: C1(=CC=CC=C1)[Si](Cl)(Cl)C1=CC=CC=C1 (diphenyldichlorosilane), Cl[SiH](Cl)Cl (trichlorosilane). The reagents and catalysts are [Cl-].[Al+3].[Cl-].[Cl-] (aluminium chloride). The product is C1(=CC=CC=C1)[Si](Cl)(Cl)Cl (phenyltrichlorosilane). Isolated yield 116.5%. As a reaction SMILES: C1([Si:7]([C:10]2[CH:15]=[CH:14][CH:13]=[CH:12][CH:11]=2)([Cl:9])[Cl:8])C=CC=CC=1.[Cl:16][SiH](Cl)Cl>[Cl-].[Al+3].[Cl-].[Cl-]>[C:10]1([Si:7]([Cl:8])([Cl:9])[Cl:16])[CH:11]=[CH:12][CH:13]=[CH:14][CH:15]=1 |f:2.3.4.5|. Procedure: 380 g of diphenyldichlorosilane, 22.5 g of anhydrous aluminium chloride and 2.3 g of anhydrous alumina (specific surface area : 0.1 m2 /g) are placed in a flask. 477 g of trichlorosilane are run in over the course of 6 hours 50 minutes, whilst keeping the reaction mixture at 70°C and distilling the dichlorosilane. A fraction weighing 76 g, containing 74% of dichlorosilane, is obtained. 370 g of phenyltrichlorosilane are obtained on distilling the mixture remaining in the flask. The reactants are O.NCC1=CC=C(C=C1)NC1=NNC2=NC=NC(=C21)NC2=CC(=CC=C2)Cl (3-(4-aminomethyl-phenylamino)-4-(3-chloro-phenylamino)-1H-pyrazolo[3,4-d]pyrimidine hydrate), C1(CCC(=O)O1)=O (succinic anhydride), C1(CCC(=O)O1)=O (succinic anhydride). Solvent: C1CCOC1 (THF), C1CCOC1 (THF), C1CCOC1 (THF). Yields the product C(=O)(O)CCC(=O)C(C1=CC=C(C=C1)NC1=NNC2=NC=NC(=C21)NC2=CC(=CC=C2)Cl)N (3-[4-({3-Carboxy-propionyl}-aminomethyl)-phenylamino]-4-(3-chlorophenylamino)-1H-pyrazolo[3,4-d]pyrimidine). Reaction SMILES: [C:1]1(=[O:7])[O:6][C:4](=[O:5])[CH2:3][CH2:2]1.O.[NH2:9][CH2:10][C:11]1[CH:16]=[CH:15][C:14]([NH:17][C:18]2[C:26]3[C:21](=[N:22][CH:23]=[N:24][C:25]=3[NH:27][C:28]3[CH:33]=[CH:32][CH:31]=[C:30]([Cl:34])[CH:29]=3)[NH:20][N:19]=2)=[CH:13][CH:12]=1>C1COCC1>[C:1]([CH2:2][CH2:3][C:4]([CH:10]([NH2:9])[C:11]1[CH:16]=[CH:15][C:14]([NH:17][C:18]2[C:26]3[C:21](=[N:22][CH:23]=[N:24][C:25]=3[NH:27][C:28]3[CH:33]=[CH:32][CH:31]=[C:30]([Cl:34])[CH:29]=3)[NH:20][N:19]=2)=[CH:13][CH:12]=1)=[O:5])([OH:6])=[O:7] |f:1.2|. Reported procedure: A solution of 57.4 mg (0.573 mmol) of succinic anhydride in 0.5 ml of THF is added dropwise, with stirring, to a suspension, cooled to 0° C., of 200 mg (0.521 mmol) of 3-(4-aminomethyl-phenylamino)-4-(3-chloro-phenylamino)-1H-pyrazolo[3,4-d]pyrimidine hydrate (see Step 77.5) in 3 ml of THF. The reaction mixture is stirred at RT for 4 hours and then a further solution of 57.4 mg (0.573 mmol) of succinic anhydride in 0.5 ml of THF is added. The mixture is stirred for a further 3 hours at 40° C., t... The reactants are C(CCC)C1CN(CCC1=O)CC1=CC=CC=C1 (3-butyl-1-benzyl-piperidine-4-one), CI (methyl iodide). Run in CC(=O)C (acetone). Conditions: time 3 hour. Product: [I-].C(C1=CC=CC=C1)[N+]1(CC(C(CC1)=O)CCCC)C (1-benzyl-3-butyl-1-methyl-4-oxo-piperidinium iodide). The yield is 78.1%. RXN SMILES: [CH2:1]([CH:5]1[C:10](=[O:11])[CH2:9][CH2:8][N:7]([CH2:12][C:13]2[CH:18]=[CH:17][CH:16]=[CH:15][CH:14]=2)[CH2:6]1)[CH2:2][CH2:3][CH3:4].[CH3:19][I:20]>CC(C)=O>[I-:20].[CH2:12]([N+:7]1([CH3:19])[CH2:8][CH2:9][C:10](=[O:11])[CH:5]([CH2:1][CH2:2][CH2:3][CH3:4])[CH2:6]1)[C:13]1[CH:18]=[CH:17][CH:16]=[CH:15][CH:14]=1 |f:3.4|. Procedure details: To a solution of 3-butyl-1-benzyl-piperidine-4-one (9080 mg) in acetone (40 ml) was slowly added methyl iodide (6303 mg) at room temperature. The solution was stirred at room temperature for three hours. A white solid precipitated and was filtered off. The solid was washed four times with 50 ml of acetone and dried under reduced pressure. The filtrate was evaporated and the residue was stirred with ethyl acetate. The white solid was filtered, washed with ethyl acetate and dried under vacuum. The... The reactants are O=C([O-])[O-], COc1ccc(CCl)cc1, CN(C)C=O, [K+], [K+], Nc1nc(S)nc2c1nc(O)n2Cc1ccccc1. Yields the product COc1ccc(CSc2nc(N)c3nc(O)n(Cc4ccccc4)c3n2)cc1. As a reaction SMILES: [C:20](=[O:21])([O-:22])[O-:23].[CH3:26][O:27][c:28]1[cH:29][cH:30][c:31]([CH2:32][Cl:33])[cH:34][cH:35]1.[CH3:36][N:37]([CH3:38])[CH:39]=[O:40].[K+:24].[K+:25].[NH2:1][c:2]1[c:3]2[n:4][c:5]([OH:19])[n:6]([CH2:12][c:13]3[cH:14][cH:15][cH:16][cH:17][cH:18]3)[c:7]2[n:8][c:9]([SH:11])[n:10]1>>[NH2:1][c:2]1[c:3]2[n:4][c:5]([OH:19])[n:6]([CH2:12][c:13]3[cH:14][cH:15][cH:16][cH:17][cH:18]3)[c:7]2[n:8][c:9]([S:11][CH2:32][c:31]2[cH:30][cH:29][c:28]([O:27][CH3:26])[cH:35][cH:34]2)[n:10]1. The reactants are ClC(Cl)(OC(OC(Cl)(Cl)Cl)=O)Cl (triphosgene), S1C=NC2=C1C=C(C=C2)NS(=O)(=O)C=2C(=NC=CC2)Cl (N-(1,3-benzothiazol-6-yl)-2-chloropyridine-3-sulfonamide), FC1=C(CN)C(=CC(=C1)OC)F (2,6-difluoro-4-methoxybenzylamine), FC1=C(CN2C(N(S(C3=C2N=CC=C3)(=O)=O)C3=CC(=C(C=C3)OC)OC)=O)C(=CC(=C1)OC)F (4-(2,6-Difluoro-4-methoxybenzyl)-2-(3,4-dimethoxyphenyl)-2H-pyrido[2,3-e][1,2,4]thiadiazin-3(4H)-one 1,1-dioxide), FC1=CC2=C(N(C(N(S2(=O)=O)C2=CC(=CC=C2)SC)=O)C(C)C2=C(C=CC=C2)F)C=C1 (7-Fluoro-4-[1-(2-fluorophenyl)ethyl]-2-[3-(methylsulfanyl)phenyl]-2H-1,2,4-benzothiadiazin-3(4H)-one 1,1-dioxide). The solvent is O1CCOCC1 (1,4-dioxane). Yields the product S1C=NC2=C1C=C(C=C2)N2S(C1=C(N(C2=O)CC2=C(C=C(C=C2F)OC)F)N=CC=C1)(=O)=O (2-(1,3-Benzothiazol-6-yl)-4-(2,6-difluoro-4-methoxybenzyl)-2H-pyrido[2,3-e][1,2,4]thiadiazin-3(4H)-one 1,1-dioxide). RXN SMILES: [S:1]1[C:5]2[CH:6]=[C:7]([NH:10][S:11]([C:14]3[C:15](Cl)=[N:16][CH:17]=[CH:18][CH:19]=3)(=[O:13])=[O:12])[CH:8]=[CH:9][C:4]=2[N:3]=[CH:2]1.FC1C=C(OC)C=C(F)C=1CN.ClC(Cl)(OC(=O)OC(Cl)(Cl)Cl)Cl.[F:45][C:46]1[CH:75]=[C:74]([O:76][CH3:77])[CH:73]=[C:72]([F:78])[C:47]=1[CH2:48][N:49]1C2N=CC=CC=2S(=O)(=O)N(C2C=CC(OC)=C(OC)C=2)[C:50]1=[O:71].FC1C=CC2N(C(C3C=CC=CC=3F)C)C(=O)N(C3C=CC=C(SC)C=3)S(=O)(=O)C=2C=1>O1CCOCC1>[S:1]1[C:5]2[CH:6]=[C:7]([N:10]3[C:50](=[O:71])[N:49]([CH2:48][C:47]4[C:72]([F:78])=[CH:73][C:74]([O:76][CH3:77])=[CH:75][C:46]=4[F:45])[C:15]4[N:16]=[CH:17][CH:18]=[CH:19][C:14]=4[S:11]3(=[O:13])=[O:12])[CH:8]=[CH:9][C:4]=2[N:3]=[CH:2]1. Procedure details: The title compound (60 mg, 0.12 mmol) was prepared in two steps from N-(1,3-benzothiazol-6-yl)-2-chloropyridine-3-sulfonamide (IntC9) (300 mg, 0.92 mmol) and 2,6-difluoro-4-methoxybenzylamine (176 mg, 1.01 mmol) at 140° C. in a sealed tube; followed by triphosgene (288 mg, 0.97 mmol) in 1,4-dioxane (5 mL) at 110° C. for 16 h using the methods of (95) then (63). The reactants are N1=CNC(C2=C1C=CS2)=O (Thieno[3,2-d]pyrimidin-4(3H)-one), BrBr (bromine). Run in C(C)(=O)O (acetic acid). Conditions: temperature 120 celsius, time 12 hour. Yields the product BrC1=CSC2=C1N=CNC2=O (7-bromo-3H-thieno[3,2-d]pyrimidin-4-one). RXN SMILES: [N:1]1[C:6]2[CH:7]=[CH:8][S:9][C:5]=2[C:4](=[O:10])[NH:3][CH:2]=1.[Br:11]Br>C(O)(=O)C>[Br:11][C:7]1[C:6]2[N:1]=[CH:2][NH:3][C:4](=[O:10])[C:5]=2[S:9][CH:8]=1. Procedure: Thieno[3,2-d]pyrimidin-4(3H)-one (12.5 g) was dissolved in acetic acid (52 mL), and bromine (13 mL) was added thereto. The reaction mixture was stirred at 120° C. for 12 hours in a hermetically sealed reactor. The reaction mixture was cooled to room temperature and distilled under reduced pressure to remove acetic acid. The reaction mixture was placed in ice water, and the solid thus obtained was filtered and washed with ether, and dried to obtain the title compound (7.8 g). Starting materials: C(C)(C)(C)OC(=O)N1CCC(CC1)C=1NC2=CC=C(C=C2C1)C1=CC(=C(C=C1)OC)OC (4-[5-(3,4-dimethoxy-phenyl)-1H-indol-2-yl]-piperidine-1-carboxylic acid tert-butyl ester), ClCCl (dichloromethane), Cl (hydrochloric acid). Run in C(C)OCC (diethyl ether). Reaction conditions: time 2 hour. Yields the product COC=1C=C(C=CC1OC)C=1C=C2C=C(NC2=CC1)C1CCNCC1 (5-(3,4-dimethoxyphenyl)-2-(piperidin-4-yl)-1H-indole). As a reaction SMILES: C(OC([N:8]1[CH2:13][CH2:12][CH:11]([C:14]2[NH:15][C:16]3[C:21]([CH:22]=2)=[CH:20][C:19]([C:23]2[CH:28]=[CH:27][C:26]([O:29][CH3:30])=[C:25]([O:31][CH3:32])[CH:24]=2)=[CH:18][CH:17]=3)[CH2:10][CH2:9]1)=O)(C)(C)C.ClCCl.Cl>C(OCC)C>[CH3:32][O:31][C:25]1[CH:24]=[C:23]([C:19]2[CH:20]=[C:21]3[C:16](=[CH:17][CH:18]=2)[NH:15][C:14]([CH:11]2[CH2:12][CH2:13][NH:8][CH2:9][CH2:10]2)=[CH:22]3)[CH:28]=[CH:27][C:26]=1[O:29][CH3:30]. Reported procedure: A 50 mL round bottom flask was charged with 4-[5-(3,4-dimethoxy-phenyl)-1H-indol-2-yl]-piperidine-1-carboxylic acid tert-butyl ester (500 mg, 1.15 mmol), dichloromethane (5.8 mL), and 1M hydrochloric acid in diethyl ether (5.8 mL) and the resulting mixture stirred for 2 h. The resulting mixture was then concentrated in vacuo, the residue triturated with diethyl ether, and then placed under high vacuum to yield 5-(3,4-dimethoxyphenyl)-2-(piperidin-4-yl)-1H-indole. 1H NMR (300 MHz, DMSO-d6) δ 7.69...